Dataset: the Open Reaction Database (ORD), a public repository of structured organic reaction records. Task: describe an organic reaction: reactants, conditions, products, and yield Reactants: ClC1=C(N)C=CC=C1 (2-chloroaniline), CC(C(=O)OCC)C(C)=O (ethyl 2-methyl-3-oxobutanoate). Yields the product ClC=1C=CC=C2C(=C(C(=NC12)C)C)O (8-chloro-2,3-dimethylquinolin-4-ol). Reaction SMILES: [Cl:1][C:2]1[CH:8]=[CH:7][CH:6]=[CH:5][C:3]=1[NH2:4].[CH3:9][CH:10]([C:16](=O)[CH3:17])[C:11](OCC)=[O:12]>>[Cl:1][C:2]1[CH:8]=[CH:7][CH:6]=[C:5]2[C:3]=1[N:4]=[C:16]([CH3:17])[C:10]([CH3:9])=[C:11]2[OH:12]. Procedure details: Prepared according to R using 2-chloroaniline (1.28 mL, 10 mmol) and ethyl 2-methyl-3-oxobutanoate (2.89 g, 20 mmol) in PPA (4 g, 40 mmol). The resulting precipitate was collected by filtration, washed with water, and dried to give 8-chloro-2,3-dimethylquinolin-4-ol as an off white solid. Mass Spectrum (ESI) m/e=208 (M+1). Reaction conditions: time 4 hour. Solvent: C1CCOC1 (THF). Procedure details: To a solution of 5-bromo-3-isopropoxy-2-methyl-pyridine 1-oxide (Stage 190.1.3, 2.054 mmol) in THF (13 ml) was added trifluoroacetic anhydride (10.27 mmol). The RM was stirred for 4 h at rt. The RM was evaporated to dryness. The residue was treated with saturated aqueous NaHCO3 (20 ml), stirred for 15 h at it and then extracted with EtOAc (2×). The combined organic layers were washed with brine, dried over Na2SO4, filtered and evaporated. The residue was taken in DMA and purified by preparative ... RXN SMILES: [Br:1][C:2]1[CH:3]=[C:4]([O:10][CH:11]([CH3:13])[CH3:12])[C:5]([CH3:9])=[N+:6]([O-])[CH:7]=1.FC(F)(F)C(OC(=O)C(F)(F)F)=[O:17]>C1COCC1>[Br:1][C:2]1[CH:3]=[C:4]([O:10][CH:11]([CH3:13])[CH3:12])[C:5]([CH2:9][OH:17])=[N:6][CH:7]=1. The reactants are BrC=1C=C(C(=[N+](C1)[O-])C)OC(C)C (5-bromo-3-isopropoxy-2-methyl-pyridine 1-oxide), FC(C(=O)OC(C(F)(F)F)=O)(F)F (trifluoroacetic anhydride). Product: BrC=1C=C(C(=NC1)CO)OC(C)C ((5-Bromo-3-isopropoxy-pyridin-2-yl)-methanol). The reactants are CC(=O)O, CCOC(=O)C(CC(C)C)c1cc(NCc2ccc(C(C)(C)C)cc2)cc(-c2ccc(C(F)(F)F)cc2)c1, CC(C)CC=O, ClCCl. Yields the product CCOC(=O)C(CC(C)C)c1cc(-c2ccc(C(F)(F)F)cc2)cc(N(CCC(C)C)Cc2ccc(C(C)(C)C)cc2)c1. As a reaction SMILES: [C:45]([OH:46])(=[O:47])[CH3:48].[CH2:1]([CH3:2])[O:3][C:4]([CH:5]([CH2:6][CH:7]([CH3:8])[CH3:9])[c:10]1[cH:11][c:12](-[c:28]2[cH:29][cH:30][c:31]([C:34]([F:35])([F:36])[F:37])[cH:32][cH:33]2)[cH:13][c:14]([NH:16][CH2:17][c:18]2[cH:19][cH:20][c:21]([C:24]([CH3:25])([CH3:26])[CH3:27])[cH:22][cH:23]2)[cH:15]1)=[O:38].[CH:39]([CH2:40][CH:41]([CH3:42])[CH3:43])=[O:44].[Cl:49][CH2:50][Cl:51]>>[CH2:1]([CH3:2])[O:3][C:4]([CH:5]([CH2:6][CH:7]([CH3:8])[CH3:9])[c:10]1[cH:11][c:12](-[c:28]2[cH:29][cH:30][c:31]([C:34]([F:35])([F:36])[F:37])[cH:32][cH:33]2)[cH:13][c:14]([N:16]([CH2:17][c:18]2[cH:19][cH:20][c:21]([C:24]([CH3:25])([CH3:26])[CH3:27])[cH:22][cH:23]2)[CH2:39][CH2:40][CH:41]([CH3:42])[CH3:43])[cH:15]1)=[O:38].